Dataset: the Open Reaction Database (ORD), a public repository of structured organic reaction records. Task: describe an organic reaction: reactants, conditions, products, and yield Starting materials: C(C1=CC=CC=C1)OC1=NC=CC=C1C1=NC(=NO1)C (2-(benzyloxy)-3-(3-methyl-1,2,4-oxadiazol-5-yl)pyridine). Run in C(Cl)Cl.FC(F)(F)C(=O)O (CH2Cl2-TFA). Product: CC1=NOC(=N1)C=1C(=NC=CC1)O (3-(3-methyl-1,2,4-oxadiazol-5-yl)pyridin-2-ol). Reaction SMILES: C([O:8][C:9]1[C:14]([C:15]2[O:19][N:18]=[C:17]([CH3:20])[N:16]=2)=[CH:13][CH:12]=[CH:11][N:10]=1)C1C=CC=CC=1>C(Cl)Cl.FC(C(O)=O)(F)F>[CH3:20][C:17]1[N:16]=[C:15]([C:14]2[C:9]([OH:8])=[N:10][CH:11]=[CH:12][CH:13]=2)[O:19][N:18]=1 |f:1.2|. Procedure: A solution of 2-(benzyloxy)-3-(3-methyl-1,2,4-oxadiazol-5-yl)pyridine in CH2Cl2-TFA (0.25M) was stirred 15 min at 20° C. and then concentrated. The residue was diluted with EtOAc and aqueous NaHCO3. The organic extracts were washed with brine, dried over MgSO4, filtered and concentrated to afforded the title compound. Starting materials: CC(C)(C)OC(=O)NC(C(=O)N1CCCC1C(=O)O)C1CCCCC1, ClCCCl, NCc1cc(Cl)ccc1-c1csnn1, CN(C)C=O, On1nnc2cccnc21. Product: CC(C)(C)OC(=O)NC(C(=O)N1CCCC1C(=O)NCc1cc(Cl)ccc1-c1csnn1)C1CCCCC1. Reaction SMILES: [C:15]([CH3:16])([CH3:17])([CH3:18])[O:19][C:20](=[O:21])[NH:22][CH:23]([C:24](=[O:25])[N:26]1[CH:27]([C:28](=[O:29])[OH:30])[CH2:31][CH2:32][CH2:33]1)[CH:34]1[CH2:35][CH2:36][CH2:37][CH2:38][CH2:39]1.[CH2:1]([Cl:2])[CH2:3][Cl:4].[Cl:40][c:41]1[cH:42][cH:43][c:44](-[c:49]2[n:50][n:51][s:52][cH:53]2)[c:45]([CH2:47][NH2:48])[cH:46]1.[O:54]=[CH:55][N:56]([CH3:57])[CH3:58].[OH:5][n:6]1[c:7]2[n:8][cH:9][cH:10][cH:11][c:12]2[n:13][n:14]1>>[C:15]([CH3:16])([CH3:17])([CH3:18])[O:19][C:20](=[O:21])[NH:22][CH:23]([C:24](=[O:25])[N:26]1[CH:27]([C:28](=[O:29])[NH:48][CH2:47][c:45]2[c:44](-[c:49]3[n:50][n:51][s:52][cH:53]3)[cH:43][cH:42][c:41]([Cl:40])[cH:46]2)[CH2:31][CH2:32][CH2:33]1)[CH:34]1[CH2:35][CH2:36][CH2:37][CH2:38][CH2:39]1. Reactants: C(C(=C)C)(=O)N=C=O (methacryloyl isocyanate), FC1=C(N)C=CC=C1 (o-fluoroaniline). The solvent is ClC(C)Cl (dichloroethane), C(Cl)(Cl)Cl (chloroform). Yields the product C(C(=C)C)(=O)NC(=O)NC1=C(C=CC=C1)F (N-methacryloyl-N'-o-fluorophenylurea). Reaction SMILES: [C:1]([N:6]=[C:7]=[O:8])(=[O:5])[C:2]([CH3:4])=[CH2:3].[F:9][C:10]1[CH:16]=[CH:15][CH:14]=[CH:13][C:11]=1[NH2:12]>ClC(Cl)C.C(Cl)(Cl)Cl>[C:1]([NH:6][C:7]([NH:12][C:11]1[CH:13]=[CH:14][CH:15]=[CH:16][C:10]=1[F:9])=[O:8])(=[O:5])[C:2]([CH3:4])=[CH2:3]. Procedure: To methacryloyl isocyanate (5.55 g; 50 mmol) in dichloroethane (15 ml), a solution of o-fluoroaniline (5.55 g; 50 mmol) in chloroform (30 ml) was dropwise added. After completion of the addition, the precipitated crystals were collected by filtration. From the filtrate, the solvent was removed by evaporation under reduced pressure. The residue and the crystals were combined together and recrystallized from benzene to give N-methacryloyl-N'-o-fluorophenylurea as colorless needles. M.P., 155°-157°... Reactants: FC(C[C@@H](C(=O)O)NC(=O)N1CCOCCC1)(C)F ((S)-4,4-Difluoro-2-[(perhydro-1,4-oxazepine-4-carbonyl)-amino]-pentanoic acid), Cl.NC([C@H](O)C1=NC(=NO1)C1CC1)CC ((S)-2-Amino-1-(3-cyclopropyl-1,2,4-oxadiazol-5-yl)-butan-1-ol hydrochloride), C(C)(C)N(CC)C(C)C (diisopropylethyl amine), Cl.CN(CCCN=C=NCC)C (1-(3-Dimethylaminopropyl)-3-ethylcarbodiimide hydrochloride), O.ON1N=NC2=C1C=CC=C2 (1-hydroxybenzotriazole hydrate). Solvent: ClCCl (dichloromethane), ClCCl (dichloromethane). Reaction conditions: time 16 hour. The product is C1(CC1)C1=NOC(=N1)C([C@H](CC)NC(=O)[C@H](CC(C)(F)F)NC(=O)N1CCOCCC1)O (Perhydro-1,4-oxazepine-4-carboxylic acid ((S)-1-{(S)-1-[(3-cyclopropyl-1,2,4-oxadiazol-5-yl)-hydroxy-methyl]-propylcarbamoyl}-3,3-difluoro-butyl)-amide). Yield: 74.6%. RXN SMILES: [F:1][C:2]([F:19])([CH3:18])[CH2:3][C@H:4]([NH:8][C:9]([N:11]1[CH2:17][CH2:16][CH2:15][O:14][CH2:13][CH2:12]1)=[O:10])[C:5]([OH:7])=O.Cl.[NH2:21][CH:22]([CH2:33][CH3:34])[C@@H:23]([C:25]1[O:29][N:28]=[C:27]([CH:30]2[CH2:32][CH2:31]2)[N:26]=1)[OH:24].C(N(C(C)C)CC)(C)C.Cl.CN(C)CCCN=C=NCC.O.ON1C2C=CC=CC=2N=N1>ClCCl>[CH:30]1([C:27]2[N:26]=[C:25]([CH:23]([OH:24])[C@@H:22]([NH:21][C:5]([C@@H:4]([NH:8][C:9]([N:11]3[CH2:17][CH2:16][CH2:15][O:14][CH2:13][CH2:12]3)=[O:10])[CH2:3][C:2]([F:1])([F:19])[CH3:18])=[O:7])[CH2:33][CH3:34])[O:29][N:28]=2)[CH2:31][CH2:32]1 |f:1.2,4.5,6.7|. Reported procedure: To a mixture of (S)-4,4-Difluoro-2-[(perhydro-1,4-oxazepine-4-carbonyl)-amino]-pentanoic acid (97 mg, 0.35 mmol), (S)-2-Amino-1-(3-cyclopropyl-1,2,4-oxadiazol-5-yl)-butan-1-ol hydrochloride (83 mg, 0.36 mmol) and diisopropylethyl amine (121 μL, 0.70 mmol) in dry dichloromethane (12 mL) is added 1-(3-Dimethylaminopropyl)-3-ethylcarbodiimide hydrochloride (66 mg, 0.35 mmol) and 1-hydroxybenzotriazole hydrate (47 mg, 0.35 mmol). The mixture is stirred at room temperature for 16 hr then is diluted w...